This data is from the Open Reaction Database (ORD), a public repository of structured organic reaction records. The task is: describe an organic reaction: reactants, conditions, products, and yield Starting materials: ClC(Cl)(OC(OC(Cl)(Cl)Cl)=O)Cl (triphosgene), CN(S(=O)(=O)C)C1CCNCC1 (N-Methyl-N-piperidin-4-yl-methanesulfonamide), N1=CC=CC=C1 (pyridine). Run in C(Cl)Cl (CH2Cl2), C(Cl)Cl (CH2Cl2). The product is CS(=O)(=O)N(C1CCN(CC1)C(=O)Cl)C (4-(Methanesulfonyl-methyl-amino)-piperidine-1-carbonyl chloride). Yield: 40.0%. As a reaction SMILES: [Cl:1][C:2](Cl)([O:4]C(=O)OC(Cl)(Cl)Cl)Cl.[CH3:13][N:14]([CH:19]1[CH2:24][CH2:23][NH:22][CH2:21][CH2:20]1)[S:15]([CH3:18])(=[O:17])=[O:16].N1C=CC=CC=1>C(Cl)Cl>[CH3:18][S:15]([N:14]([CH3:13])[CH:19]1[CH2:20][CH2:21][N:22]([C:2]([Cl:1])=[O:4])[CH2:23][CH2:24]1)(=[O:16])=[O:17]. Procedure: To a stirred solution of carbonic acid ditrichloromethyl ester (triphosgene) (0.61 g, 2.08 mmol) in CH2Cl2 (30 mL) at −78° C., was added a solution of N-Methyl-N-piperidin-4-yl-methanesulfonamide (preparation described in the patent GB2000136) (1.00 g, 5.20 mmol) and pyridine (0.92 mL, 11.4 mmol) in CH2Cl2 (20 mL) over 1 hour. The temperature was raised to RT, and stirring was continued over night. The organic phase was washed with H2O, dried over Na2SO4. Concentration under vacuo yielded 0.53 g... The reactants are OO (H2O2), C(=O)(C(F)(F)F)OC(=O)C(F)(F)F (TFAA), C(C)NC=1N=[N+](C2=C(N1)C=C1CC(CC1=C2)N(C)C)[O-] (N3-Ethyl-N7,N7-dimethyl-7,8-dihydro-6H-indeno[5,6-e][1,2,4]triazine-3,7-diamine 1-Oxide), C(=O)(C(F)(F)F)O (TFA). Solvent: N (NH3), C(Cl)Cl (DCM), C(Cl)Cl (DCM). Reaction conditions: temperature 0 celsius, time 5 minute. Product: [N+](=O)([O-])C1=C(C=C2CCCC2=C1)NC(C)=O (N-(6-nitro-2,3-dihydro-1H-inden-5-yl)acetamide). Reaction SMILES: OO.C(O[C:10]([C:12](F)(F)F)=[O:11])(C(F)(F)F)=O.C(NC1N=[N+:21]([O-:35])[C:22]2[CH:31]=[C:30]3[C:26]([CH2:27][CH:28](N(C)C)[CH2:29]3)=[CH:25][C:23]=2[N:24]=1)C.C(O)(C(F)(F)F)=[O:37]>C(Cl)Cl.N>[N+:21]([C:22]1[CH:31]=[C:30]2[C:26]([CH2:27][CH2:28][CH2:29]2)=[CH:25][C:23]=1[NH:24][C:10](=[O:11])[CH3:12])([O-:35])=[O:37]. Reported procedure: H2O2 (70%, 0.35 mL, ca. 6.9 mmol) was added dropwise to a stirred solution of TFAA (1.0 mL, 6.9 mmol) in DCM (10 mL) at 0° C. The solution was stirred at 0° C. for 5 min, warmed to 20° C. for 10 min, then cooled to 0° C. and added to a stirred solution of 1-oxide 113 (188 mg, 0.7 mmol) and TFA (0.26 mL, 3.4 mmol) in DCM (10 mL) at 0° C. The solution was stirred at 20° C. for 6 h, diluted with dilute aqueous NH3 solution (10 mL) and extracted with CHCl3 (4×30 mL). The combined organic fraction wa... Procedure details: In a flame dried round-bottomed flask equipped with a magnetic stir bar and under inert atmosphere (N2), a solution of methanesulfonic acid 6-(2-methyl-[1,3]dioxolan-2-yl)-pyridin-2-ylmethyl ester (273 mg, 1.00 mmol) in acetone (4.0 mL) was added, under inert atmosphere (N2) to a solution of 4-nitro-1H-pyrazole (115 mg, 1.00 mmol) in acetone (4.0 mL). K2CO3 (698 mg, 5.00 mmol) and TBA iodide (64 mg, 0.20 mmol) were added and the reaction mixture was stirred at rt for 5 h. The solvent was removed... As a reaction SMILES: N#N.[CH3:3][C:4]1([C:9]2[N:14]=[C:13]([CH2:15]OS(C)(=O)=O)[CH:12]=[CH:11][CH:10]=2)[O:8][CH2:7][CH2:6][O:5]1.[N+:21]([C:24]1[CH:25]=[N:26][NH:27][CH:28]=1)([O-:23])=[O:22].C([O-])([O-])=O.[K+].[K+].[I-]>CC(C)=O>[CH3:3][C:4]1([C:9]2[CH:10]=[CH:11][CH:12]=[C:13]([CH2:15][N:26]3[CH:25]=[C:24]([N+:21]([O-:23])=[O:22])[CH:28]=[N:27]3)[N:14]=2)[O:5][CH2:6][CH2:7][O:8]1 |f:3.4.5|. Product: CC1(OCCO1)C1=NC(=CC=C1)CN1N=CC(=C1)[N+](=O)[O-] (2-(2-Methyl-[1,3]dioxolan-2-yl)-6-(4-nitro-pyrazol-1-ylmethyl)-pyridine). Reactants: CC1(OCCO1)C1=CC=CC(=N1)COS(=O)(=O)C (methanesulfonic acid 6-(2-methyl-[1,3]dioxolan-2-yl)-pyridin-2-ylmethyl ester), N#N (N2), [N+](=O)([O-])C=1C=NNC1 (4-nitro-1H-pyrazole), N#N (N2), C(=O)([O-])[O-].[K+].[K+] (K2CO3), [I-] (iodide). Run in CC(=O)C (acetone), CC(=O)C (acetone). Reaction conditions: time 5 hour.